From a dataset of the Open Reaction Database (ORD), a public repository of structured organic reaction records. describe an organic reaction: reactants, conditions, products, and yield Starting materials: C1CCOC1, Cn1nc(C(F)(F)F)cc1-c1ccc(C(=O)Cl)s1, CCN, O. Product: CCNC(=O)c1ccc(-c2cc(C(F)(F)F)nn2C)s1. RXN SMILES: [CH2:19]1[O:20][CH2:21][CH2:22][CH2:23]1.[CH3:1][n:2]1[n:3][c:4]([C:15]([F:16])([F:17])[F:18])[cH:5][c:6]1-[c:7]1[cH:8][cH:9][c:10]([C:12](=[O:13])[Cl:14])[s:11]1.[CH3:24][CH2:25][NH2:26].[OH2:27]>>[CH3:1][n:2]1[n:3][c:4]([C:15]([F:16])([F:17])[F:18])[cH:5][c:6]1-[c:7]1[cH:8][cH:9][c:10]([C:12](=[O:13])[NH:26][CH2:25][CH3:24])[s:11]1. Starting materials: NC=1N(OC(C1)=O)C (3-amino-2-methyl-5(2H)-isoxazolone), BrC=1C=C(C=O)C=CC1F (3-bromo-4-fluoro-benzaldehyde), CC1(C(CC(CC1)=O)=O)C (4,4-dimethyl-1,3-cyclohexanedione). Solvent: C(C)O (ethyl alcohol). Yields the product BrC=1C=C(C=CC1F)C1C2=C(NC=3CCC(C(C13)=O)(C)C)N(OC2=O)C (4-(3-bromo-4-fluorophenyl)-1,6,6-trimethyl-4,7,8,9-tetrahydroisoxazolo[3,4-b]quinoline-3,5(1H,6H)-dione). The yield is 30.9%. Reaction SMILES: [NH2:1][C:2]1[N:3]([CH3:8])[O:4][C:5](=[O:7])[CH:6]=1.[Br:9][C:10]1[CH:11]=[C:12]([CH:15]=[CH:16][C:17]=1[F:18])[CH:13]=O.[CH3:19][C:20]1([CH3:28])[CH2:25][CH2:24][C:23](=O)[CH2:22][C:21]1=[O:27]>C(O)C>[Br:9][C:10]1[CH:11]=[C:12]([CH:13]2[C:22]3[C:21](=[O:27])[C:20]([CH3:28])([CH3:19])[CH2:25][CH2:24][C:23]=3[NH:1][C:2]3[N:3]([CH3:8])[O:4][C:5](=[O:7])[C:6]2=3)[CH:15]=[CH:16][C:17]=1[F:18]. Procedure: The product from Example 45A (0.11 g, 1 mmol), 3-bromo-4-fluoro-benzaldehyde(0.2 g, 1 mmol), and 4,4-dimethyl-1,3-cyclohexanedione (0.11 g, 1 mmol) in ethyl alcohol (3 mL) were heated at 80° C. for 2 days in a sealed tube. The reaction mixture was allowed to cool to ambient temperature and evaporated under reduced pressure. The residue was chromatographed eluting with 5% ethanol/dichloromethane to yield 0.130 g of the title compound as a white solid. 1H NMR (300 MHz, DMSO-d6) δ 0.92 (s, 3H), 1.0... As a reaction SMILES: OS(O)(=O)=O.[Cl:6][C:7]1[CH:8]=[C:9]([C:14]([CH3:29])([CH3:28])[C:15]([CH:17]([C:23]([O:25][CH2:26][CH3:27])=[O:24])[C:18]([O:20]CC)=O)=[O:16])[CH:10]=[CH:11][C:12]=1[Cl:13]>CCOC(C)=O>[Cl:13][C:12]1[CH:11]=[C:10]2[C:9](=[CH:8][C:7]=1[Cl:6])[C:14]([CH3:29])([CH3:28])[C:15](=[O:16])[C:17]([C:23]([O:25][CH2:26][CH3:27])=[O:24])=[C:18]2[OH:20]. The product is ClC=1C=C2C(=C(C(C(C2=CC1Cl)(C)C)=O)C(=O)OCC)O (Ethyl 6,7-dichloro-4-hydroxy-1,1-dimethyl-2-oxo-naphthalene-3-carboxylate). Yield: 93.9%. The solvent is CCOC(=O)C (EtOAc). Reported procedure: Concentrated H2SO4 (52.5 mL, 621 mmol) was added dropwise via an addition funnel to diethyl 2-(2-(3,4-dichlorophenyl)-2-methylpropanoyl)malonate (11.66 g, 31.1 mmol) cooled to 0° C. The reaction mixture was allowed to slowly warm to ambient temperature and then poured into a beaker of ice, diluted with 200 mL of EtOAc, added to a separatory funnel, partitioned with water, washed 2 times with 50 mL of water, separated, dried over Na2SO4, and concentrated in vacuo to give the title compound (9.61 ... Reaction conditions: temperature 0 celsius. Reactants: OS(=O)(=O)O (H2SO4), ClC=1C=C(C=CC1Cl)C(C(=O)C(C(=O)OCC)C(=O)OCC)(C)C (diethyl 2-(2-(3,4-dichlorophenyl)-2-methylpropanoyl)malonate). Reactants: COC(=O)C1=CN(C2=CC(=CC=C12)N1CCC(CC1)OCC=1C(=NOC1C1CC1)C1=C(C=CC=C1Cl)Cl)C (6-{4-[5-cyclopropyl-3-(2,6-dichloro-phenyl)-isoxazol-4-ylmethoxy]-piperidin-1-yl}-1-methyl-1H-indole-3-carboxylic acid methyl ester), [OH-].[K+] (KOH). Run in CO (methanol), C1CCOC1 (THF), O1CCOCC1 (dioxane). Run at temperature 70 celsius, time 8 hour. Product: C1(CC1)C1=C(C(=NO1)C1=C(C=CC=C1Cl)Cl)COC1CCN(CC1)C1=CC=C2C(=CN(C2=C1)C)C(=O)O (6-{4-[5-Cyclopropyl-3-(2,6-dichloro-phenyl)-isoxazol-4-ylmethoxy]-piperidin-1-yl}-1-methyl-1H-indole-3-carboxylic acid). As a reaction SMILES: C[O:2][C:3]([C:5]1[C:13]2[C:8](=[CH:9][C:10]([N:14]3[CH2:19][CH2:18][CH:17]([O:20][CH2:21][C:22]4[C:23]([C:30]5[C:35]([Cl:36])=[CH:34][CH:33]=[CH:32][C:31]=5[Cl:37])=[N:24][O:25][C:26]=4[CH:27]4[CH2:29][CH2:28]4)[CH2:16][CH2:15]3)=[CH:11][CH:12]=2)[N:7]([CH3:38])[CH:6]=1)=[O:4].[OH-].[K+]>CO.C1COCC1.O1CCOCC1>[CH:27]1([C:26]2[O:25][N:24]=[C:23]([C:30]3[C:31]([Cl:37])=[CH:32][CH:33]=[CH:34][C:35]=3[Cl:36])[C:22]=2[CH2:21][O:20][CH:17]2[CH2:18][CH2:19][N:14]([C:10]3[CH:9]=[C:8]4[C:13]([C:5]([C:3]([OH:4])=[O:2])=[CH:6][N:7]4[CH3:38])=[CH:12][CH:11]=3)[CH2:15][CH2:16]2)[CH2:28][CH2:29]1 |f:1.2|. Reported procedure: In a 500 mL round bottom flask under nitrogen, containing a solution of 9 g (16.23 mmol) of 6-{4-[5-cyclopropyl-3-(2,6-dichloro-phenyl)-isoxazol-4-ylmethoxy]-piperidin-1-yl}-1-methyl-1H-indole-3-carboxylic acid methyl ester in 80 mL of methanol, 80 mL of THF and 30 mL dioxane, is added 2N KOH (40 mL, 81.16 mmol). The reaction mixture is stirred at 70° C. overnight. The reaction mixture is then cooled to room temperature, and the solvent removed under vacuum. The residue is diluted with 100 mL of...